Dataset: the Open Reaction Database (ORD), a public repository of structured organic reaction records. Task: describe an organic reaction: reactants, conditions, products, and yield Starting materials: ClC1=CC=C(C=C1)C(CNC)C1=CC=C(C=C1)C=1C=NNC1 ({2-(4-Chloro-phenyl)-2-[4-(1H-pyrazol-4-yl)-phenyl]-ethyl}-methyl-amine), C(C)N (ethylamine). Yields the product ClC1=CC=C(C=C1)C(CNCC)C1=CC=C(C=C1)C=1C=NNC1 ({2-(4-Chloro-phenyl)-2-[4-(1H-pyrazol-4-yl)-phenyl]-ethyl}-ethyl-amine). As a reaction SMILES: [Cl:1][C:2]1[CH:7]=[CH:6][C:5]([CH:8]([C:12]2[CH:17]=[CH:16][C:15]([C:18]3[CH:19]=[N:20][NH:21][CH:22]=3)=[CH:14][CH:13]=2)[CH2:9][NH:10][CH3:11])=[CH:4][CH:3]=1.[CH2:23](N)C>>[Cl:1][C:2]1[CH:3]=[CH:4][C:5]([CH:8]([C:12]2[CH:17]=[CH:16][C:15]([C:18]3[CH:22]=[N:21][NH:20][CH:19]=3)=[CH:14][CH:13]=2)[CH2:9][NH:10][CH2:11][CH3:23])=[CH:6][CH:7]=1. Reported procedure: By following the procedures described in Examples 42A through to 42C but substituting methylamine for ethylamine, the title compound was obtained. LC/MS: (PS-A2) Rt 2.11 [M+H]+ 326. 1H NMR (Me-d3-OD) δ 1.15 (3H, t), 2.83 (2H, q), 3.35-3.43 (2H, m), 4.25 (1H, t), 7.30-7.48 (6H, m), 7.57 (2H, d), 7.95 (2H, s).